This data is from the Open Reaction Database (ORD), a public repository of structured organic reaction records. The task is: describe an organic reaction: reactants, conditions, products, and yield The reactants are O=c1ccccn1C(=S)n1ccccc1=O, Nc1cnc(Cl)cn1, ClCCl. Product: S=C=Nc1cnc(Cl)cn1. RXN SMILES: [C:9](=[S:10])([n:11]1[cH:12][cH:13][cH:14][cH:15][c:16]1=[O:17])[n:18]1[cH:19][cH:20][cH:21][cH:22][c:23]1=[O:24].[Cl:1][c:2]1[n:3][cH:4][c:5]([NH2:8])[n:6][cH:7]1.[Cl:25][CH2:26][Cl:27]>>[Cl:1][c:2]1[n:3][cH:4][c:5]([N:8]=[C:9]=[S:10])[n:6][cH:7]1. Starting materials: CCOC(O)C(F)(F)F, CC(=O)O, CCO, Cl, NCCc1c[nH]c2ccc(O)cc12. Yields the product Cl, Oc1ccc2[nH]c3c(c2c1)CCNC3C(F)(F)F. As a reaction SMILES: [CH2:15]([O:16][CH:18]([OH:17])[C:19]([F:20])([F:21])[F:22])[CH3:23].[CH3:24][C:25](=[O:26])[OH:27].[CH3:28][CH2:29][OH:30].[ClH:1].[NH2:2][CH2:3][CH2:4][c:5]1[cH:6][nH:7][c:8]2[cH:9][cH:10][c:11]([OH:14])[cH:12][c:13]12>>[ClH:1].[NH:2]1[CH2:3][CH2:4][c:5]2[c:6]([nH:7][c:8]3[cH:9][cH:10][c:11]([OH:14])[cH:12][c:13]23)[CH:18]1[C:19]([F:20])([F:21])[F:22]. Reactants: CI, CC(C)[Si](OCc1cc(C(F)(F)F)ccc1C1(O)CCCCCC1)(C(C)C)C(C)C, [H-], [Na+], C1CCOC1. The product is COC1(c2ccc(C(F)(F)F)cc2CO[Si](C(C)C)(C(C)C)C(C)C)CCCCCC1. Reaction SMILES: [CH3:33][I:34].[F:1][C:2]([c:3]1[cH:4][c:5]([CH2:17][O:18][Si:19]([CH:20]([CH3:21])[CH3:22])([CH:23]([CH3:24])[CH3:25])[CH:26]([CH3:27])[CH3:28])[c:6]([C:9]2([OH:16])[CH2:10][CH2:11][CH2:12][CH2:13][CH2:14][CH2:15]2)[cH:7][cH:8]1)([F:29])[F:30].[H-:31].[Na+:32].[O:35]1[CH2:36][CH2:37][CH2:38][CH2:39]1>>[F:1][C:2]([c:3]1[cH:4][c:5]([CH2:17][O:18][Si:19]([CH:20]([CH3:21])[CH3:22])([CH:23]([CH3:24])[CH3:25])[CH:26]([CH3:27])[CH3:28])[c:6]([C:9]2([O:16][CH3:33])[CH2:10][CH2:11][CH2:12][CH2:13][CH2:14][CH2:15]2)[cH:7][cH:8]1)([F:29])[F:30]. The reactants are [OH-].[Na+] (sodium hydroxide), COC(COC=1C2=C(N=CN1)N(C(=C2C(C(=O)N)=O)CC)CC2=CC=CC=C2)=O ([[5-(aminooxoacetyl)-6-ethyl-7-(phenylmethyl)-7H-pyrrolo[2,3-d]pyrimidin-4-yl]oxy]acetic acid methyl ester), Cl (HCl). Run in CO (methanol). Run at temperature 55 celsius, time 20 minute. Yields the product NC(C(=O)C1=C(N(C=2N=CN=C(C21)OCC(=O)O)CC2=CC=CC=C2)CC)=O ([[5-(aminooxoacetyl)-6-ethyl-7-(phenylmethyl)-7H-pyrrolo[2,3-d]pyrimidin-4-yl]oxy]acetic acid). Isolated yield 91.7%. RXN SMILES: C[O:2][C:3](=[O:29])[CH2:4][O:5][C:6]1[C:7]2[C:14]([C:15](=[O:19])[C:16]([NH2:18])=[O:17])=[C:13]([CH2:20][CH3:21])[N:12]([CH2:22][C:23]3[CH:28]=[CH:27][CH:26]=[CH:25][CH:24]=3)[C:8]=2[N:9]=[CH:10][N:11]=1.[OH-].[Na+].Cl>CO>[NH2:18][C:16](=[O:17])[C:15]([C:14]1[C:7]2[C:6]([O:5][CH2:4][C:3]([OH:29])=[O:2])=[N:11][CH:10]=[N:9][C:8]=2[N:12]([CH2:22][C:23]2[CH:28]=[CH:27][CH:26]=[CH:25][CH:24]=2)[C:13]=1[CH2:20][CH3:21])=[O:19] |f:1.2|. Procedure: A mixture of 215 mg (0.542 mmol) of [[5-(aminooxoacetyl)-6-ethyl-7-(phenylmethyl)-7H-pyrrolo[2,3-d]pyrimidin-4-yl]oxy]acetic acid methyl ester and 3 mL of methanol were treated with 0.406 mL of 2 M sodium hydroxide and heated to 55° C. for 3 hours. The reaction was cooled to ambient temperature, 1.0 mL of 1 M HCl was added and the resulting slurry was concentrated under vacuum. The crude solid was combined with 20 mL of water and stirred for 20 minutes. The precipitate was collected by filtratio... Starting materials: ClC1=C(C=NO)C(=CC=C1)Cl (2,6-dichlorobenzaldehyde oxime), ClN1C(CCC1=O)=O (N-chlorosuccinimide), imidoyl chloride, C1(CCC1)C(CC(=O)OCC)=O (ethyl 3-cyclobutyl-3-oxopropanoate), [O-]CC.[Na+] (sodium ethoxide). Solvent: CN(C=O)C (N,N-dimethylformamide), O (water), O (water), O (water), C1CCOC1 (THF), O (water). Yields the product C1(CCC1)C1=C(C(=NO1)C1=C(C=CC=C1Cl)Cl)C(=O)OCC (ethyl 5-cyclobutyl-3-(2,6-dichlorophenyl)-4-isoxazolecarboxylate). Yield: 38.5%. Reaction SMILES: [Cl:1][C:2]1[CH:10]=[CH:9][CH:8]=[C:7]([Cl:11])[C:3]=1[CH:4]=[N:5][OH:6].ClN1C(=O)CCC1=O.[CH:20]1([C:24](=O)[CH2:25][C:26]([O:28][CH2:29][CH3:30])=[O:27])[CH2:23][CH2:22][CH2:21]1.[O-]CC.[Na+]>CN(C)C=O.C1COCC1.O>[CH:20]1([C:24]2[O:6][N:5]=[C:4]([C:3]3[C:2]([Cl:1])=[CH:10][CH:9]=[CH:8][C:7]=3[Cl:11])[C:25]=2[C:26]([O:28][CH2:29][CH3:30])=[O:27])[CH2:21][CH2:22][CH2:23]1 |f:3.4|. Procedure: To a water bath-cooled solution of 2,6-dichlorobenzaldehyde oxime (2.20 g, 11.6 mmol) in N,N-dimethylformamide (7 mL) was added solid N-chlorosuccinimide (1.55 g, 11.6 mmol). The solution was stirred while in the water bath for approximately 20 min and outside the bath for approximately 1 hr. The solution was poured into water and extracted twice with ether. The combined organic layers containing the crude imidoyl chloride were dried over magnesium sulfate and then concentrated. To a separate so...